describe an organic reaction: reactants, conditions, products, and yield From a dataset of the Open Reaction Database (ORD), a public repository of structured organic reaction records. Starting materials: COC(=O)Cc1cccc(Oc2ccc(Br)cc2CBr)c1, CC1NC(=O)OC1c1cc(C(F)(F)F)cc(C(F)(F)F)c1. Product: COC(=O)Cc1cccc(Oc2ccc(Br)cc2CN2C(=O)OC(c3cc(C(F)(F)F)cc(C(F)(F)F)c3)C2C)c1. As a reaction SMILES: [CH3:1][O:2][C:3]([CH2:4][c:5]1[cH:6][c:7]([O:11][c:12]2[c:13]([CH2:19][Br:20])[cH:14][c:15]([Br:18])[cH:16][cH:17]2)[cH:8][cH:9][cH:10]1)=[O:21].[F:22][C:23]([c:24]1[cH:25][c:26]([CH:34]2[CH:35]([CH3:40])[NH:36][C:37](=[O:39])[O:38]2)[cH:27][c:28]([C:30]([F:31])([F:32])[F:33])[cH:29]1)([F:41])[F:42]>>[CH3:1][O:2][C:3]([CH2:4][c:5]1[cH:6][c:7]([O:11][c:12]2[c:13]([CH2:19][N:36]3[CH:35]([CH3:40])[CH:34]([c:26]4[cH:25][c:24]([C:23]([F:22])([F:41])[F:42])[cH:29][c:28]([C:30]([F:31])([F:32])[F:33])[cH:27]4)[O:38][C:37]3=[O:39])[cH:14][c:15]([Br:18])[cH:16][cH:17]2)[cH:8][cH:9][cH:10]1)=[O:21]. The product is NC1CCN(CC1)C1=CN=CC(=N1)C1=NNC2=CC=C(C=C12)C=1C=C(C(=O)NC2CC2)C=CC1F (3-(3-(6-(4-aminopiperidin-1-yl)pyrazin-2-yl)-1H-indazol-5-yl)-N-cyclopropyl-4-fluorobenzamide). Reagents/catalysts: C1=CC=C(C=C1)P([C-]2C=CC=C2)C3=CC=CC=C3.C1=CC=C(C=C1)P([C-]2C=CC=C2)C3=CC=CC=C3.Cl[Pd]Cl.[Fe+2] (Pd(dppf)Cl2). Run in O1CCOCC1 (Dioxane). As a reaction SMILES: Cl.Cl.Br[C:4]1[CH:5]=[C:6]2[C:10](=[CH:11][CH:12]=1)[NH:9][N:8]=[C:7]2[C:13]1[N:18]=[C:17]([N:19]2[CH2:24][CH2:23][CH:22]([NH2:25])[CH2:21][CH2:20]2)[CH:16]=[N:15][CH:14]=1.[CH:26]1([NH:29][C:30]([C:32]2[CH:33]=[CH:34][C:35]([F:41])=[C:36](B(O)O)[CH:37]=2)=[O:31])[CH2:28][CH2:27]1.C([O-])([O-])=O.[Na+].[Na+]>C1C=CC(P(C2C=CC=CC=2)[C-]2C=CC=C2)=CC=1.C1C=CC(P(C2C=CC=CC=2)[C-]2C=CC=C2)=CC=1.Cl[Pd]Cl.[Fe+2].O1CCOCC1>[NH2:25][CH:22]1[CH2:23][CH2:24][N:19]([C:17]2[N:18]=[C:13]([C:7]3[C:6]4[C:10](=[CH:11][CH:12]=[C:4]([C:34]5[CH:33]=[C:32]([CH:37]=[CH:36][C:35]=5[F:41])[C:30]([NH:29][CH:26]5[CH2:27][CH2:28]5)=[O:31])[CH:5]=4)[NH:9][N:8]=3)[CH:14]=[N:15][CH:16]=2)[CH2:20][CH2:21]1 |f:0.1.2,4.5.6,7.8.9.10|. Procedure details: To a 5 mL conical microwave vial was added Pd(dppf)Cl2 (15.53 mg, 0.02 mmol), 1-(6-(5-bromo-1H-indazol-3-yl)pyrazin-2-yl)piperidin-4-amine dihydrochloride salt (Example 1) (71 mg, 0.19 mmol), and 5-(cyclopropylcarbamoyl)-2-fluorophenylboronic acid (46.7 mg, 0.21 mmol), capped, degassed and backfilled with argon (3×). Dioxane (1.9 mL) and 2N Na2CO3 aqueous solution (0.2 mL, 0.48 mmol) were added. The reaction mixture was stirred at 80° C. for 16 h. After cooling to RT, the reaction mixtures were ... The reactants are C(=O)([O-])[O-].[Na+].[Na+] (Na2CO3), Cl.Cl.BrC=1C=C2C(=NNC2=CC1)C1=CN=CC(=N1)N1CCC(CC1)N (1-(6-(5-bromo-1H-indazol-3-yl)pyrazin-2-yl)piperidin-4-amine dihydrochloride salt), C1(CC1)NC(=O)C=1C=CC(=C(C1)B(O)O)F (5-(cyclopropylcarbamoyl)-2-fluorophenylboronic acid). Reaction conditions: temperature 80 celsius, time 16 hour. Reactants: N=C1SC(C(N1)=O)CC1=CC=C(C=C1)N1CCC(CC1)=O (1-[4-(2-Imino-4-oxo-thiazolidin-5-ylmethyl)-phenyl]-piperidin-4-one), O[C@H](COC1=CC=CC=2NC(NC21)=O)CN ((S)-4-[2-hydroxy-3-aminopropoxy]-1,3-dihydro-2H-benzimidazol-2-one). Yields the product O[C@H](COC1=CC=CC=2NC(NC21)=O)CNC2CCN(CC2)C2=CC=C(C=C2)CC2C(NC(S2)=N)=O (4-((2S)-2-Hydroxy-3-{1-[4-(2-imino-4-oxo-thiazolidin-5-ylmethyl)-phenyl]-piperidin-4-ylamino}-propoxy)-1,3-dihydro-benzoimidazol-2-one). As a reaction SMILES: [NH:1]=[C:2]1[NH:6][C:5](=[O:7])[CH:4]([CH2:8][C:9]2[CH:14]=[CH:13][C:12]([N:15]3[CH2:20][CH2:19][C:18](=O)[CH2:17][CH2:16]3)=[CH:11][CH:10]=2)[S:3]1.[OH:22][C@@H:23]([CH2:36][NH2:37])[CH2:24][O:25][C:26]1[C:34]2[NH:33][C:32](=[O:35])[NH:31][C:30]=2[CH:29]=[CH:28][CH:27]=1>>[OH:22][C@@H:23]([CH2:36][NH:37][CH:18]1[CH2:19][CH2:20][N:15]([C:12]2[CH:13]=[CH:14][C:9]([CH2:8][CH:4]3[S:3][C:2](=[NH:1])[NH:6][C:5]3=[O:7])=[CH:10][CH:11]=2)[CH2:16][CH2:17]1)[CH2:24][O:25][C:26]1[C:34]2[NH:33][C:32](=[O:35])[NH:31][C:30]=2[CH:29]=[CH:28][CH:27]=1. Procedure details: The title compound: was prepared from 1-[4-(2-imino-4-oxo-thiazolidin-5-ylmethyl)-phenyl]-piperidin-4-one (which was obtained in Example 45) and (S)-4-[2-hydroxy-3-aminopropoxy]-1,3-dihydro-2H-benzimidazol-2-one (U.S. Pat. No. 5,786,356/1998) according to the procedure of Example 73 as a pale yellowish solid; mp>155° C. (decomposed); 1H NMR (300 MHz, DMSO-d6) δ 1.20–1.40 (m, 2 H), 1.80–1.95 (m, 2 H), 2.50–2.90 (m, 6 H), 3.24 (dd, J=14.1, 4.0 Hz; 1 H), 3.50–3.75 (m, 2 H), 3.80–4.05 (m, 3 H), 4.50... The reactants are C(C)O (ethanol), BrC1=CC=C(C=C1)C(=O)C(O)C1=CC=C(C=C1)Br (4,4'-dibromobenzoin), NC(=S)N (thiourea), O (water). Run in C(CCCCC)O (hexanol). Product: BrC1=CC=C(C=C1)C=1NC(NC1C1=CC=C(C=C1)Br)=S (4,5-bis-(4-bromophenyl)-1H-imidazole-2-thione). RXN SMILES: [Br:1][C:2]1[CH:7]=[CH:6][C:5]([C:8]([CH:10]([C:12]2[CH:17]=[CH:16][C:15]([Br:18])=[CH:14][CH:13]=2)O)=O)=[CH:4][CH:3]=1.[NH2:19][C:20]([NH2:22])=[S:21].O.C(O)C>C(O)CCCCC>[Br:1][C:2]1[CH:7]=[CH:6][C:5]([C:8]2[NH:19][C:20](=[S:21])[NH:22][C:10]=2[C:12]2[CH:17]=[CH:16][C:15]([Br:18])=[CH:14][CH:13]=2)=[CH:4][CH:3]=1. Reported procedure: A mixture of 4,4'-dibromobenzoin (25 g, 0.068 mol) and thiourea (10.3 g, 0.14 mol) in hexanol (200 ml) was refluxed with azeotropic distillation of water for three hours. The solution was then cooled and ethanol (300 ml) was added. The mixture was further cooled and the small needles which formed were collected and washed with cold ethanol then ether and dried. Recrystallization of the product from ethyl acetate gave 4,5-bis-(4-bromophenyl)-1H-imidazole-2-thione, m.p. 288°. As a reaction SMILES: I[C:2]1[CH:10]=[CH:9][C:8]2[C:4](=[CH:5][N:6]([CH2:11][CH2:12][N:13]3[CH2:17][CH2:16][CH2:15][CH2:14]3)[N:7]=2)[CH:3]=1.[Cl:18][C:19]1[CH:24]=[CH:23][C:22]([C:25]2[CH:26]=[CH:27][C:28]([C:31]#[CH:32])=[N:29][CH:30]=2)=[CH:21][CH:20]=1>>[Cl:18][C:19]1[CH:20]=[CH:21][C:22]([C:25]2[CH:26]=[CH:27][C:28]([C:31]#[C:32][C:2]3[CH:10]=[CH:9][C:8]4[C:4](=[CH:5][N:6]([CH2:11][CH2:12][N:13]5[CH2:17][CH2:16][CH2:15][CH2:14]5)[N:7]=4)[CH:3]=3)=[N:29][CH:30]=2)=[CH:23][CH:24]=1. Reactants: IC1=CC2=CN(N=C2C=C1)CCN1CCCC1 (5-iodo-2-(2-pyrrolidin-1-yl-ethyl)-2H-indazole), ClC1=CC=C(C=C1)C=1C=CC(=NC1)C#C (5-(4-chloro-phenyl)-2-ethynyl-pyridine). Procedure details: Prepared according to general working method I from 5-iodo-2-(2-pyrrolidin-1-yl-ethyl)-2H-indazole (170 mg, 0.50 mmol) and 5-(4-chloro-phenyl)-2-ethynyl-pyridine (106 mg, 0.50 mmol). The product is ClC1=CC=C(C=C1)C=1C=CC(=NC1)C#CC1=CC2=CN(N=C2C=C1)CCN1CCCC1 (5-[5-(4-chloro-phenyl)-pyridin-2-ylethynyl]-2-(2-pyrrolidin-1-yl-ethyl)-2H-indazole). Reactants: CC(C)O, O=C(Nc1ccc(C#CCCCCO)cc1)C(F)(F)F, [K+], [OH-]. Yields the product Nc1ccc(C#CCCCCO)cc1. Reaction SMILES: [CH:23]([OH:24])([CH3:25])[CH3:26].[F:1][C:2]([F:3])([F:4])[C:19]([NH:5][c:6]1[cH:7][cH:8][c:9]([C:12]#[C:13][CH2:14][CH2:15][CH2:16][CH2:17][OH:18])[cH:10][cH:11]1)=[O:20].[K+:22].[OH-:21]>>[NH2:5][c:6]1[cH:7][cH:8][c:9]([C:12]#[C:13][CH2:14][CH2:15][CH2:16][CH2:17][OH:18])[cH:10][cH:11]1. Starting materials: solution, C[O-].[Na+] (sodium methylate), C([O-])(O)=O.[Na+] (sodium bicarbonate), C(C)(=O)OC1[C@H](OC(C)=O)[C@H](OC(C)=O)[C@H](O1)COC(C)=O (1,2,3,5-tetra-O-acetyl-D-ribofuranose), [OH-].[Na+] (sodium hydroxide), FC(C(O[Si](C)(C)C)=N[Si](C)(C)C)(F)F (BSTFA), N1C(=O)N=C(N)N=C1 (azacytosine). The reagents and catalysts are [Ti](Cl)(Cl)(Cl)Cl (titanium tetrachloride). Run in CO (methanol), O (water), C(C)#N (acetonitrile), ClCCl (dichloromethane), CO (methanol), O (water), C(C)#N (acetonitrile). Conditions: time 90 minute. The product is C1=NC(=NC(=O)N1[C@H]2[C@@H]([C@@H]([C@H](O2)CO)O)O)N (azacitidine). Yield: 36.7%. Reaction SMILES: FC(F)(F)C(=N[Si](C)(C)C)O[Si](C)(C)C.[NH:16]1[CH:23]=[N:22][C:20]([NH2:21])=[N:19][C:17]1=[O:18].C(O[CH:28]1[O:40][C@H:39]([CH2:41][O:42]C(=O)C)[C@@H:34]([O:35]C(=O)C)[C@H:29]1[O:30]C(=O)C)(=O)C.C(=O)(O)[O-].[Na+].[OH-].[Na+].C[O-].[Na+]>C(#N)C.O.CO.[Ti](Cl)(Cl)(Cl)Cl.ClCCl>[CH:23]1[N:16]([C@@H:28]2[O:40][C@H:39]([CH2:41][OH:42])[C@@H:34]([OH:35])[C@H:29]2[OH:30])[C:17](=[O:18])[N:19]=[C:20]([NH2:21])[N:22]=1 |f:3.4,5.6,7.8|. Procedure details: 34.7 mL of BSTFA are added to a suspension of 6.3 g of azacytosine in 126 mL of acetonitrile. The mixture is brought to 50° C. and it is stirred for 90 minutes. 7 mL titanium tetrachloride and then a solution of 16.7 g of 1,2,3,5-tetra-O-acetyl-D-ribofuranose in 33 mL of acetonitrile are added to the limpid solution, in about ten minutes. Stirring is maintained for 120 minutes, it is cooled to room temperature and it is slowly poured onto a mixture constituted by 500 ml of dichloromethane and 33... Starting materials: C1CCC2=NCCCN2CC1 (DBU), S(=O)(=O)(O)[O-].[K+] (potassium hydrogen sulfate), C(C)(C)(C)OC(=O)N[C@@H]1C(N2[C@H](C(N[C@]3([C@H](\C=C/COCCC1)C3)C(=O)O)=O)C[C@H](C2)OC(=O)N2CC3=CC=CC(=C3C2)F)=O ((2R,6S,13aS,14aR,16aS,Z)-6-(tert-butoxycarbonylamino)-2-(4-fluoroisoindoline-2-carbonyloxy)-5,16-dioxo-2,3,5,6,7,8,9,11,13a,14,14a,15,16,16a-tetradecahydro-1H-cyclopropa(e)pyrrolo[2,1-i][1,7,10]oxadiazacyclopentadecine-14a-carboxylic acid), N1(C=NC=C1)C(=O)N1C=NC=C1 (di(1H-imidazol-1-yl)methanone), C1(CC1)S(=O)(=O)N (Cyclopropanesulfonamide). Solvent: O (Water), C1(=CC=CC=C1)C (toluene). Run at temperature 60 celsius, time 3 hour. Yields the product FC1=C2CN(CC2=CC=C1)C(=O)O[C@@H]1C[C@H]2C(N[C@]3([C@H](\C=C/COCCC[C@@H](C(N2C1)=O)NC(=O)OC(C)(C)C)C3)C(NS(=O)(=O)C3CC3)=O)=O ((2R,6S,13aS,14aR,16aS,Z)-6-(tert-butoxycarbonylamino)-14a-(cyclopropylsulfonylcarbamoyl)-5,16-dioxo-2,3,5,6,7,8,9,11,13a,14,14a,15,16,16a-tetradecahydro-1H-cyclopropa(e)pyrrolo[2,1-i][1,7,10]oxadiazacyclopentadecin-2-yl 4-fluoroisoindoline-2-carboxylate). The yield is 54.5%. RXN SMILES: [C:1]([O:5][C:6]([NH:8][C@H:9]1[CH2:23][CH2:22][CH2:21][O:20][CH2:19][CH:18]=[CH:17][C@@H:16]2[CH2:24][C@@:15]2([C:25](O)=[O:26])[NH:14][C:13](=[O:28])[C@@H:12]2[CH2:29][C@@H:30]([O:32][C:33]([N:35]3[CH2:43][C:42]4[C:37](=[CH:38][CH:39]=[CH:40][C:41]=4[F:44])[CH2:36]3)=[O:34])[CH2:31][N:11]2[C:10]1=[O:45])=[O:7])([CH3:4])([CH3:3])[CH3:2].N1(C(N2C=CN=C2)=O)C=CN=C1.[CH:58]1([S:61]([NH2:64])(=[O:63])=[O:62])[CH2:60][CH2:59]1.C1CCN2C(=NCCC2)CC1.S([O-])(O)(=O)=O.[K+]>C1(C)C=CC=CC=1.O>[F:44][C:41]1[CH:40]=[CH:39][CH:38]=[C:37]2[C:42]=1[CH2:43][N:35]([C:33]([O:32][C@H:30]1[CH2:31][N:11]3[C@H:12]([C:13](=[O:28])[NH:14][C@:15]4([C:25](=[O:26])[NH:64][S:61]([CH:58]5[CH2:60][CH2:59]5)(=[O:63])=[O:62])[CH2:24][C@H:16]4[CH:17]=[CH:18][CH2:19][O:20][CH2:21][CH2:22][CH2:23][C@H:9]([NH:8][C:6]([O:5][C:1]([CH3:3])([CH3:4])[CH3:2])=[O:7])[C:10]3=[O:45])[CH2:29]1)=[O:34])[CH2:36]2 |f:4.5|. Reported procedure: (2R,6S,13aS,14aR,16aS,Z)-6-(tert-butoxycarbonylamino)-2-(4-fluoroisoindoline-2-carbonyloxy)-5,16-dioxo-2,3,5,6,7,8,9,11,13a,14,14a,15,16,16a-tetradecahydro-1H-cyclopropa(e)pyrrolo[2,1-i][1,7,10]oxadiazacyclopentadecine-14a-carboxylic acid (0.10 g, 0.16 mmol) in toluene (3 mL) was added di(1H-imidazol-1-yl)methanone (0.036 g, 0.22 mmol) in rt. The reaction was stirred at 60° C. for 3 hrs. Cyclopropanesulfonamide (0.035 g, 0.29 mmol) was added, followed by addition of DBU (0.043 ml, 0.29 mmol). Th... Reactants: COC1=CC=C(COC=2C(C=C3N(CCN(C3=O)CCN3CCCC3)C2)=O)C=C1 (7-((4-methoxybenzyl)oxy)-2-(2-(pyrrolidin-1-yl)ethyl)-3,4-dihydro-1H-pyrido[1,2-a]pyrazine-1,8(2H)-dione), P(Br)(Br)Br (phosphorus tribromide), [Cl-].[Na+] (sodium chloride), C(C)(C)(C)OC(=O)NC=1SC=C(N1)/C(/C(=O)N[C@H]1[C@H]2[S@@](CC(=C(N2C1=O)C(=O)OCC1=CC=C(C=C1)OC)CI)=O)=N/O[C@H](C(=O)OCC1=CC=C(C=C1)OC)CC(=O)OC(C)(C)C ((S)-4-tert-butyl 1-(4-methoxybenzyl) 2-(((Z)-(1-(2-((tert-butoxycarbonyl)amino)thiazol-4-yl)-2-(((5R,6R,7R)-3-(iodomethyl)-2-(((4-methoxybenzyl)oxy)carbonyl)-5-oxido-8-oxo-5-thia-1-azabicyclo[4.2.0]oct-2-en-7-yl)amino)-2-oxoethylidene)amino)oxy)succinate). Solvent: CN(C(C)=O)C (N,N-dimethylacetamide), CN(C=O)C (N,N-dimethylformamide), CN(C(C)=O)C (N,N-dimethylacetamide). Reaction conditions: temperature 40 celsius, time 8 hour. The product is C(C)(C)(C)OC(C[C@@H](C(=O)OCC1=CC=C(C=C1)OC)O\N=C(/C(=O)N[C@H]1[C@H]2SCC(=C(N2C1=O)C(=O)OCC1=CC=C(C=C1)OC)C[N+]1(CCCC1)CCN1C(C=2N(CC1)C=C(C(C2)=O)OCC2=CC=C(C=C2)OC)=O)\C=2N=C(SC2)NC(=O)OC(C)(C)C)=O (1-(((6R,7R)-7-((Z)-2-((((S)-4-(tert-butoxy)-1-((4-methoxybenzyl)oxy)-1,4-dioxobutan-2-yl)oxy)imino)-2-(2-((tert-butoxycarbonyl)amino)thiazol-4-yl)acetamido)-2-(((4-methoxybenzyl)oxy)carbonyl)-8-oxo-5-thia-1-azabicyclo[4.2.0]oct-2-en-3-yl)methyl)-1-(2-(7-((4-methoxybenzyl)oxy)-1,8-dioxo-3,4-dihydro-1H-pyrido[1,2-a]pyrazin-2(8H)-yl)ethyl)pyrrolidin-1-ium), [I-] (Iodide). Yield: 104.0%. RXN SMILES: [CH3:1][O:2][C:3]1[CH:29]=[CH:28][C:6]([CH2:7][O:8][C:9]2[C:10](=[O:27])[CH:11]=[C:12]3[C:17](=[O:18])[N:16]([CH2:19][CH2:20][N:21]4[CH2:25][CH2:24][CH2:23][CH2:22]4)[CH2:15][CH2:14][N:13]3[CH:26]=2)=[CH:5][CH:4]=1.[C:30]([O:34][C:35]([NH:37][C:38]1[S:39][CH:40]=[C:41](/[C:43](=[N:71]/[O:72][C@@H:73]([CH2:86][C:87]([O:89][C:90]([CH3:93])([CH3:92])[CH3:91])=[O:88])[C:74]([O:76][CH2:77][C:78]2[CH:83]=[CH:82][C:81]([O:84][CH3:85])=[CH:80][CH:79]=2)=[O:75])/[C:44]([NH:46][C@@H:47]2[C:54](=[O:55])[N:53]3[C@@H:48]2[S@:49](=O)[CH2:50][C:51]([CH2:68][I:69])=[C:52]3[C:56]([O:58][CH2:59][C:60]2[CH:65]=[CH:64][C:63]([O:66][CH3:67])=[CH:62][CH:61]=2)=[O:57])=[O:45])[N:42]=1)=[O:36])([CH3:33])([CH3:32])[CH3:31].P(Br)(Br)Br.[Cl-].[Na+]>CN(C)C(=O)C.CN(C)C=O>[C:90]([O:89][C:87](=[O:88])[CH2:86][C@H:73]([O:72]/[N:71]=[C:43](/[C:41]1[N:42]=[C:38]([NH:37][C:35]([O:34][C:30]([CH3:33])([CH3:32])[CH3:31])=[O:36])[S:39][CH:40]=1)\[C:44]([NH:46][C@@H:47]1[C:54](=[O:55])[N:53]2[C@@H:48]1[S:49][CH2:50][C:51]([CH2:68][N+:21]1([CH2:20][CH2:19][N:16]3[CH2:15][CH2:14][N:13]4[CH:26]=[C:9]([O:8][CH2:7][C:6]5[CH:5]=[CH:4][C:3]([O:2][CH3:1])=[CH:29][CH:28]=5)[C:10](=[O:27])[CH:11]=[C:12]4[C:17]3=[O:18])[CH2:22][CH2:23][CH2:24][CH2:25]1)=[C:52]2[C:56]([O:58][CH2:59][C:60]1[CH:61]=[CH:62][C:63]([O:66][CH3:67])=[CH:64][CH:65]=1)=[O:57])=[O:45])[C:74]([O:76][CH2:77][C:78]1[CH:83]=[CH:82][C:81]([O:84][CH3:85])=[CH:80][CH:79]=1)=[O:75])([CH3:93])([CH3:91])[CH3:92].[I-:69] |f:3.4|. Procedure: To the heat gun dried flask under nitrogen was added 7-((4-methoxybenzyl)oxy)-2-(2-(pyrrolidin-1-yl)ethyl)-3,4-dihydro-1H-pyrido[1,2-a]pyrazine-1,8(2H)-dione (700 mg, 1.761 mmol) in N,N-dimethylacetamide (DMA) (10 mL) followed by (S)-4-tert-butyl 1-(4-methoxybenzyl) 2-(((Z)-(1-(2-((tert-butoxycarbonyl)amino)thiazol-4-yl)-2-(((5R,6R,7R)-3-(iodomethyl)-2-(((4-methoxybenzyl)oxy)carbonyl)-5-oxido-8-oxo-5-thia-1-azabicyclo[4.2.0]oct-2-en-7-yl)amino)-2-oxoethylidene)amino)oxy)succinate (Example 1h) (1... Starting materials: BrC=1C=C(C=2N(C1)N=CC2C#N)OC (6-bromo-4-methoxypyrazolo[1,5-a]pyridine-3-carbonitrile), [F-].[K+] (potassium fluoride), CN1N=CC(=C1)B1OC(C(O1)(C)C)(C)C (1-methyl-4-(4,4,5,5-tetramethyl-1,3,2-dioxaborolan-2-yl)-1H-pyrazole), F[B-](F)(F)F.C(C)(C)(C)[PH+](C(C)(C)C)C(C)(C)C (tri-t-butylphosphonium tetrafluoroborate). The reagents and catalysts are C=1C=CC(=CC1)/C=C/C(=O)/C=C/C2=CC=CC=C2.C=1C=CC(=CC1)/C=C/C(=O)/C=C/C2=CC=CC=C2.C=1C=CC(=CC1)/C=C/C(=O)/C=C/C2=CC=CC=C2.[Pd].[Pd] (tris(dibenzylideneacetone)dipalladium). Solvent: CN(C)C=O (DMF). Conditions: temperature 100 celsius. Yields the product COC=1C=2N(C=C(C1)C=1C=NN(C1)C)N=CC2C#N (4-methoxy-6-(1-methyl-1H-pyrazol-4-yl)pyrazolo[1,5-a]pyridine-3-carbonitrile). As a reaction SMILES: Br[C:2]1[CH:3]=[C:4]([O:13][CH3:14])[C:5]2[N:6]([N:8]=[CH:9][C:10]=2[C:11]#[N:12])[CH:7]=1.[CH3:15][N:16]1[CH:20]=[C:19](B2OC(C)(C)C(C)(C)O2)[CH:18]=[N:17]1.F[B-](F)(F)F.C([PH+](C(C)(C)C)C(C)(C)C)(C)(C)C.[F-].[K+]>CN(C=O)C.C1C=CC(/C=C/C(/C=C/C2C=CC=CC=2)=O)=CC=1.C1C=CC(/C=C/C(/C=C/C2C=CC=CC=2)=O)=CC=1.C1C=CC(/C=C/C(/C=C/C2C=CC=CC=2)=O)=CC=1.[Pd].[Pd]>[CH3:14][O:13][C:4]1[C:5]2[N:6]([N:8]=[CH:9][C:10]=2[C:11]#[N:12])[CH:7]=[C:2]([C:19]2[CH:18]=[N:17][N:16]([CH3:15])[CH:20]=2)[CH:3]=1 |f:2.3,4.5,7.8.9.10.11|. Procedure details: 6-bromo-4-methoxypyrazolo[1,5-a]pyridine-3-carbonitrile (50.0 mg, 0.198 mmol), 1-methyl-4-(4,4,5,5-tetramethyl-1,3,2-dioxaborolan-2-yl)-1H-pyrazole (61.9 mg, 0.298 mmol), tri-t-butylphosphonium tetrafluoroborate (5.8 mg, 0.02 mmol), tris(dibenzylideneacetone)dipalladium (0) (9.1 mg, 9.9 μmol), and potassium fluoride (38.0 mg, 0.655 mmol) were suspended in DMF (2 ml) and sparged with argon for 10 minutes. The mixture was heated to 100° C. for 2 h. The reaction mixture was cooled to ambient temper...